This data is from the Open Reaction Database (ORD), a public repository of structured organic reaction records. The task is: describe an organic reaction: reactants, conditions, products, and yield Starting materials: ClC1=C(C(=CC=C1)F)CC(=O)O (2-chloro-6-fluorophenyl acetic acid), COC=1C=C(C=C(C1)OC)O (3,5-dimethoxyphenol), C([O-])([O-])=O.[K+].[K+] (potassium carbonate). The reagents and catalysts are [Cu](I)I (copper iodide), [Cu] (copper). Solvent: CN(C=O)C (N,N-Dimethylformamide). Reaction conditions: temperature 120 celsius, time 20 hour. The product is COC=1C=C(OC2=C(C(=CC=C2)F)CC(=O)O)C=C(C1)OC (2-(3,5-dimethoxyphenoxy)-6-fluorophenyl acetic acid). Yield: 86.1%. RXN SMILES: Cl[C:2]1[CH:7]=[CH:6][CH:5]=[C:4]([F:8])[C:3]=1[CH2:9][C:10]([OH:12])=[O:11].[CH3:13][O:14][C:15]1[CH:16]=[C:17]([OH:23])[CH:18]=[C:19]([O:21][CH3:22])[CH:20]=1.C(=O)([O-])[O-].[K+].[K+]>[Cu](I)I.[Cu].CN(C)C=O>[CH3:22][O:21][C:19]1[CH:18]=[C:17]([CH:16]=[C:15]([O:14][CH3:13])[CH:20]=1)[O:23][C:2]1[CH:7]=[CH:6][CH:5]=[C:4]([F:8])[C:3]=1[CH2:9][C:10]([OH:12])=[O:11] |f:2.3.4|. Reported procedure: N,N-Dimethylformamide (20 ml) was added to 2-chloro-6-fluorophenyl acetic acid (3.77 g), 3,5-dimethoxyphenol (3.08 g), potassium carbonate (5.52 g), copper iodide (950 mg) and copper (250 mg), for stirring at 120° C. for 20 hours. The resulting reaction solution was partitioned with ethyl acetate and dilute hydrochloric acid, and the organic phase was washed in water and in a saturated sodium chloride solution, and dried over anhydrous magnesium sulfate, to distill off the solvents under reduced... The reactants are C1(CCCC1)OC=1C=C(C(=O)N)C=CC1OC (3-cyclopentyloxy-4-methoxybenzamide), CC(C)([O-])C.[K+] (potassium t-butoxide), CC(C)([O-])C.[K+] (potassium t-butoxide), ClC=1C=NC=C(C1Cl)Cl (3,4,5-trichloro-pyridine). Solvent: C1(=CC=CC=C1)C (toluene). Yields the product ClC=1C=NC=C(C1NC(C1=CC(=C(C=C1)OC)OC1CCCC1)=O)Cl (N-(3,5-dichloropyrid-4-yl)-3-cyclopentyloxy-4-methoxy-benzamide). As a reaction SMILES: [CH:1]1([O:6][C:7]2[CH:8]=[C:9]([CH:13]=[CH:14][C:15]=2[O:16][CH3:17])[C:10]([NH2:12])=[O:11])[CH2:5][CH2:4][CH2:3][CH2:2]1.CC(C)([O-])C.[K+].[Cl:24][C:25]1[CH:26]=[N:27][CH:28]=[C:29]([Cl:32])[C:30]=1Cl>C1(C)C=CC=CC=1>[Cl:24][C:25]1[CH:26]=[N:27][CH:28]=[C:29]([Cl:32])[C:30]=1[NH:12][C:10](=[O:11])[C:9]1[CH:13]=[CH:14][C:15]([O:16][CH3:17])=[C:7]([O:6][CH:1]2[CH2:2][CH2:3][CH2:4][CH2:5]2)[CH:8]=1 |f:1.2|. Reported procedure: Alternatively, a suspension of 3-cyclopentyloxy-4-methoxybenzamide (2.58 g; that is prepared as described in Reference Example 73) in dry toluene (40 mL) is heated at reflux and treated with potassium t-butoxide (1.4 g), followed by 3,4,5-trichloro-pyridine (1.82 g). The mixture is then heated at reflux for 3 hours and 45 minutes, and is then treated with a further quantity of potassium t-butoxide (1.4 g) and heated at reflux for a further period of 7 hours. The mixture is allowed to cool and is... Reactants: C(C)#N (acetonitrile), ClCCC1=CC=CC=C1 (2-chloroethylbenzene), C(C)#N (acetonitrile), [OH-].[Na+] (sodium hydroxide), stannic chloride, C(C)#N (acetonitrile), [OH-].[Na+] (sodium hydroxide), C(C)#N (acetonitrile). Run in C(Cl)Cl (methylene chloride). Reaction conditions: temperature 10 celsius, time 20 minute. The product is CC1=NCCC2=CC=CC=C12 (1-methyl-3,4-dihyroisoquinoline). The yield is 79.2%. Reaction SMILES: [C:1](#[N:3])[CH3:2].Cl[CH2:5][CH2:6][C:7]1[CH:12]=[CH:11][CH:10]=[CH:9][CH:8]=1.[OH-].[Na+]>C(Cl)Cl>[CH3:2][C:1]1[C:12]2[C:7](=[CH:8][CH:9]=[CH:10][CH:11]=2)[CH2:6][CH2:5][N:3]=1 |f:2.3|. Procedure: A reaction vessel was charged with 2723 ml acetonitrile which was held under a nitrogen blanket. With the reaction vessel cooled in an ice bath, 1888.5 g stannic chloride was added gradually below the surface of the acetonitrile with stirring over a period of 2 hours 20 minutes. During the addition period, the temperature of the reaction mixture varied between 3° C. and 39° C. The mixture was allowed to stand overnight at room temperature. With the reaction mixture at 22° C., 916 g 2-chloroethyl... Reactants: COC(=O)C(Nc1ccc(C#N)cc1)c1cc(C=O)cc(C=O)c1, O=C([O-])[O-], [K+], [K+], C1COCCO1, CN(C)C=O. Yields the product C=Cc1cc(C=O)cc(C(Nc2ccc(C#N)cc2)C(=O)OC)c1. RXN SMILES: [C:1](#[N:2])[c:3]1[cH:4][cH:5][c:6]([NH:9][CH:10]([C:11](=[O:12])[O:13][CH3:14])[c:15]2[cH:16][c:17]([CH:23]=[O:24])[cH:18][c:19]([CH:21]=[O:22])[cH:20]2)[cH:7][cH:8]1.[C:25](=[O:26])([O-:27])[O-:28].[K+:29].[K+:30].[O:31]1[CH2:32][CH2:33][O:34][CH2:35][CH2:36]1.[O:37]=[CH:38][N:39]([CH3:40])[CH3:41]>>[C:1](#[N:2])[c:3]1[cH:4][cH:5][c:6]([NH:9][CH:10]([C:11](=[O:12])[O:13][CH3:14])[c:15]2[cH:16][c:17]([CH:23]=[O:24])[cH:18][c:19]([CH:21]=[CH2:25])[cH:20]2)[cH:7][cH:8]1. Starting materials: O=C([O-])[O-], CS(=O)(=O)OCCCN1CC(O)C2(CC2)C1, [Cs+], [Cs+], Cc1c(C(=O)Nc2ccc(Oc3ccnc4cc(O)ccc34)cn2)c(=O)n(-c2ccccc2)n1C. The product is Cc1c(C(=O)Nc2ccc(Oc3ccnc4cc(OCCCN5CC(O)C6(CC6)C5)ccc34)cn2)c(=O)n(-c2ccccc2)n1C. RXN SMILES: [C:52](=[O:53])([O-:54])[O-:55].[CH3:36][S:37]([O:38][CH2:41][CH2:42][CH2:43][N:44]1[CH2:45][C:46]2([CH2:47][CH2:48]2)[CH:49]([OH:51])[CH2:50]1)(=[O:39])=[O:40].[Cs+:56].[Cs+:57].[OH:1][c:2]1[cH:3][cH:4][c:5]2[c:6]([O:12][c:13]3[cH:14][cH:15][c:16]([NH:19][C:20](=[O:21])[c:22]4[c:23](=[O:35])[n:24](-[c:29]5[cH:30][cH:31][cH:32][cH:33][cH:34]5)[n:25]([CH3:28])[c:26]4[CH3:27])[n:17][cH:18]3)[cH:7][cH:8][n:9][c:10]2[cH:11]1>>[O:1]([c:2]1[cH:3][cH:4][c:5]2[c:6]([O:12][c:13]3[cH:14][cH:15][c:16]([NH:19][C:20](=[O:21])[c:22]4[c:23](=[O:35])[n:24](-[c:29]5[cH:30][cH:31][cH:32][cH:33][cH:34]5)[n:25]([CH3:28])[c:26]4[CH3:27])[n:17][cH:18]3)[cH:7][cH:8][n:9][c:10]2[cH:11]1)[CH2:41][CH2:42][CH2:43][N:44]1[CH2:45][C:46]2([CH2:47][CH2:48]2)[CH:49]([OH:51])[CH2:50]1. Reactants: CO, COC(=O)c1cccc(C=C(Cn2ccnc2)c2ccc(F)cc2)c1, [Na+], [OH-]. Yields the product O=C(O)c1cccc(C=C(Cn2ccnc2)c2ccc(F)cc2)c1. Reaction SMILES: [CH3:28][OH:29].[F:1][c:2]1[cH:3][cH:4][c:5]([C:8](=[CH:9][c:10]2[cH:11][c:12]([C:13](=[O:14])[O:15][CH3:16])[cH:17][cH:18][cH:19]2)[CH2:20][n:21]2[cH:22][n:23][cH:24][cH:25]2)[cH:6][cH:7]1.[Na+:27].[OH-:26]>>[F:1][c:2]1[cH:3][cH:4][c:5]([C:8](=[CH:9][c:10]2[cH:11][c:12]([C:13](=[O:14])[OH:15])[cH:17][cH:18][cH:19]2)[CH2:20][n:21]2[cH:22][n:23][cH:24][cH:25]2)[cH:6][cH:7]1. Reactants: NC1=C2C(=NC(N1C1=CC=C(C=C1)OC)C1=CC(=CC=C1)NS(=O)(=O)C)OC=C2 (4-Amino-3-(4-methoxyphenyl)-2-(3-(methylsulfonylamino)phenyl) furo[2,3-d]pyrimidine), C(C)(=O)OC(C)=O (acetic anhydride), C1(=CC=CC=C1)C (toluene), C(C)(=O)OC(C)=O (acetic anhydride). The product is C(C)(=O)NC1=CC=C(C=C1)C(C)=O (4′-Acetamido-acetophenone). Isolated yield 960.0%. As a reaction SMILES: NC1N(C2C=CC(OC)=CC=2)C(C2C=CC=C(NS(C)(=O)=O)C=2)[N:5]=[C:4]2[O:27]C=C[C:3]=12.C(O[C:34](=[O:36])[CH3:35])(=O)C.[C:37]1(C)[CH:42]=[CH:41][CH:40]=[CH:39][CH:38]=1>>[C:4]([NH:5][C:37]1[CH:38]=[CH:39][C:40]([C:34](=[O:36])[CH3:35])=[CH:41][CH:42]=1)(=[O:27])[CH3:3]. Procedure: To a suspension of 4-aminoacetophenone 1 (74 g, 547 mmol) in toluene (700 mL), acetic anhydride (56 mL 593 mmol) was added dropwise at room temperature. Soon after added all of acetic anhydride, the reaction mixture became a clear solution and then rapidly began to make a white precipitation. The precipitation were filtrated and washed with a small amount of toluene then dried under reduced pressure to afford 2 as a white solid (93 g, 960% yield): MS(ES) m/e 178 [M+H]. The reactants are OCC=1CS[C@H]2N(C1C(=O)OC(C1=CC=CC=C1)C1=CC=CC=C1)C(C2NC(COC2=CC=CC=C2)=O)=O (diphenylmethyl 3-hydroxymethyl-7-phenoxyacetamido-3-cephem-4-carboxylate), FC1=C(C=CC=C1)O (o-fluorophenol). Yields the product FC1=C(OCC=2CS[C@H]3N(C2C(=O)OC(C2=CC=CC=C2)C2=CC=CC=C2)C(C3NC(COC3=CC=CC=C3)=O)=O)C=CC=C1 (Diphenylmethyl 3-(2-fluorophenoxy)methyl-7-phenoxyacetamido-3-cephem-4-carboxylate). Reaction SMILES: [OH:1][CH2:2][C:3]1[CH2:4][S:5][C@@H:6]2[CH:26]([NH:27][C:28](=[O:37])[CH2:29][O:30][C:31]3[CH:36]=[CH:35][CH:34]=[CH:33][CH:32]=3)[C:25](=[O:38])[N:7]2[C:8]=1[C:9]([O:11][CH:12]([C:19]1[CH:24]=[CH:23][CH:22]=[CH:21][CH:20]=1)[C:13]1[CH:18]=[CH:17][CH:16]=[CH:15][CH:14]=1)=[O:10].[F:39][C:40]1[CH:45]=[CH:44][CH:43]=[CH:42][C:41]=1O>>[F:39][C:40]1[CH:45]=[CH:44][CH:43]=[CH:42][C:41]=1[O:1][CH2:2][C:3]1[CH2:4][S:5][C@@H:6]2[CH:26]([NH:27][C:28](=[O:37])[CH2:29][O:30][C:31]3[CH:36]=[CH:35][CH:34]=[CH:33][CH:32]=3)[C:25](=[O:38])[N:7]2[C:8]=1[C:9]([O:11][CH:12]([C:13]1[CH:14]=[CH:15][CH:16]=[CH:17][CH:18]=1)[C:19]1[CH:24]=[CH:23][CH:22]=[CH:21][CH:20]=1)=[O:10]. Procedure details: The procedure described in Example 1(a) was repeated, but using 2.00 g of diphenylmethyl 3-hydroxymethyl-7-phenoxyacetamido-3-cephem-4-carboxylate and o-fluorophenol, to afford 510 mg of the title compound as a powder.